The task is: describe an organic reaction: reactants, conditions, products, and yield. This data is from the Open Reaction Database (ORD), a public repository of structured organic reaction records. Starting materials: O=Cc1ccc(C(=O)O)cc1, Cc1ccccc1, O=S(Cl)Cl, c1ccncc1. Yields the product O=Cc1ccc(C(=O)O)cc1, [Cl-]. As a reaction SMILES: [C:5]([c:6]1[cH:7][cH:8][c:9]([CH:10]=[O:11])[cH:12][cH:13]1)(=[O:14])[OH:15].[CH3:16][c:17]1[cH:18][cH:19][cH:20][cH:21][cH:22]1.[S:1]([Cl:2])([Cl:3])=[O:4].[cH:23]1[cH:24][cH:25][n:26][cH:27][cH:28]1>>[C:5]([c:6]1[cH:7][cH:8][c:9]([CH:10]=[O:11])[cH:12][cH:13]1)(=[O:14])[OH:15].[Cl-:3]. Reactants: ClC1=C(C(=CC=C1)Cl)C(=O)N[C@@H](CC1=CC=C(C=C1)C=1C(N(C(N(C1C)C)=O)C)=O)C(=O)O (N-[(2,6-dichlorophenyl)carbonyl]-4-(1,3,6-trimethyl-2,4-dioxo-5-pyrimidinyl)-L-phenylalanine), Cl.C(C)N(CC)CCCl (2-[(N,N-diethyl)amino]ethyl chloride hydrochloride), C([O-])([O-])=O.[K+].[K+] (potassium carbonate). Run in C(C)(=O)OCC (ethyl acetate), O (water). Yields the product C(C)N(CC)CCOC([C@@H](NC(=O)C1=C(C=CC=C1Cl)Cl)CC1=CC=C(C=C1)C=1C(N(C(N(C1C)C)=O)C)=O)=O (N-[(2,6-dichlorophenyl)carbonyl]-4-(1,3,6-trimethyl-2,4-dioxo-5-pyrimidinyl)-L-phenylalanine 2-[(N,N-diethyl)amino]ethyl ester). Yield: 49.6%. RXN SMILES: [Cl:1][C:2]1[CH:7]=[CH:6][CH:5]=[C:4]([Cl:8])[C:3]=1[C:9]([NH:11][C@H:12]([C:31]([OH:33])=[O:32])[CH2:13][C:14]1[CH:19]=[CH:18][C:17]([C:20]2[C:21](=[O:30])[N:22]([CH3:29])[C:23](=[O:28])[N:24]([CH3:27])[C:25]=2[CH3:26])=[CH:16][CH:15]=1)=[O:10].Cl.[CH2:35]([N:37]([CH2:40][CH2:41]Cl)[CH2:38][CH3:39])[CH3:36].C(=O)([O-])[O-].[K+].[K+]>C(OCC)(=O)C.O>[CH2:35]([N:37]([CH2:40][CH2:41][O:32][C:31](=[O:33])[C@H:12]([CH2:13][C:14]1[CH:15]=[CH:16][C:17]([C:20]2[C:21](=[O:30])[N:22]([CH3:29])[C:23](=[O:28])[N:24]([CH3:27])[C:25]=2[CH3:26])=[CH:18][CH:19]=1)[NH:11][C:9]([C:3]1[C:2]([Cl:1])=[CH:7][CH:6]=[CH:5][C:4]=1[Cl:8])=[O:10])[CH2:38][CH3:39])[CH3:36] |f:1.2,3.4.5|. Reported procedure: A mixture of N-[(2,6-dichlorophenyl)carbonyl]-4-(1,3,6-trimethyl-2,4-dioxo-5-pyrimidinyl)-L-phenylalanine (320 mg, 0.65 mmol), 2-[(N,N-diethyl)amino]ethyl chloride hydrochloride (579 mg, 3.26 mmol) and potassium carbonate (451 mg, 3.27 mmol) in ethyl acetate (5 mL) and water (5 mL) was at room termperature overnight. The layers were separated and the aqueous layer was extracted with ethyl acetate. The combined extracts were washed with brine, dried over magnesium sulfate and concentrated to affo...